From a dataset of the Open Reaction Database (ORD), a public repository of structured organic reaction records. describe an organic reaction: reactants, conditions, products, and yield Starting materials: N1=C(C=CC2=CC=CC=C12)COC1=CC=C(C=C1)C1(CCCCCC1)CNO (N-[4-(Quinolin-2-yl-methoxy)phenyl-cycloheptyl]methylhydroxylamine), C[Si](C)(C)N=C=O (trimethylsilyl isocyanate). Yields the product N1=C(C=CC2=CC=CC=C12)COC1=CC=C(C=C1)C1(CCCCCC1)CN(C(=O)N)O (N-[4-(Quinolin-2-yl-methoxy)phenyl-cycloheptyl]methyl-N-hydroxyurea). RXN SMILES: [N:1]1[C:10]2[C:5](=[CH:6][CH:7]=[CH:8][CH:9]=2)[CH:4]=[CH:3][C:2]=1[CH2:11][O:12][C:13]1[CH:18]=[CH:17][C:16]([C:19]2([CH2:26][NH:27][OH:28])[CH2:25][CH2:24][CH2:23][CH2:22][CH2:21][CH2:20]2)=[CH:15][CH:14]=1.C[Si]([N:33]=[C:34]=[O:35])(C)C>>[N:1]1[C:10]2[C:5](=[CH:6][CH:7]=[CH:8][CH:9]=2)[CH:4]=[CH:3][C:2]=1[CH2:11][O:12][C:13]1[CH:14]=[CH:15][C:16]([C:19]2([CH2:26][N:27]([OH:28])[C:34]([NH2:33])=[O:35])[CH2:25][CH2:24][CH2:23][CH2:22][CH2:21][CH2:20]2)=[CH:17][CH:18]=1. Procedure details: In analogy to the procedure of Example 2, the title compound is prepared from 2.3 g (6.11 mmol) of the compound from Example XV and 0.77 g (6.68 mol) of trimethylsilyl isocyanate. Yields the product 14, Br.Br.Br.NCCN1CCC(CC1)NC1=NC2=C(N1CC=1N=CSC1)C=CC=C2 (N-[1-(2-aminoethyl)-4-piperidinyl]-1-(4-thiazolylmethyl)-1H-benzimidazol-2-amine trihydrobromide). RXN SMILES: [S:1]1[CH:5]=[C:4]([CH2:6][N:7]2[C:11]3[CH:12]=[CH:13][CH:14]=[CH:15][C:10]=3[N:9]=[C:8]2[NH:16][CH:17]2[CH2:22][CH2:21][N:20]([CH2:23][CH2:24][NH:25]C(=O)OCC)[CH2:19][CH2:18]2)[N:3]=[CH:2]1.[BrH:31]>O>[BrH:31].[BrH:31].[BrH:31].[NH2:25][CH2:24][CH2:23][N:20]1[CH2:19][CH2:18][CH:17]([NH:16][C:8]2[N:7]([CH2:6][C:4]3[N:3]=[CH:2][S:1][CH:5]=3)[C:11]3[CH:12]=[CH:13][CH:14]=[CH:15][C:10]=3[N:9]=2)[CH2:22][CH2:21]1 |f:3.4.5.6|. Run in O (water). Procedure details: A mixture of 14 parts of ethyl [2-[4-[[1-(4-thiazolylmethyl)-1H-benzimidazol-2-yl]amino]-1-piperidinyl]ethyl]carbamate and 300 parts of a hydrobromic acid solution 48% in water was stirred and refluxed for 30 minutes. The reaction mixture was evaporated. The sticky residue solidified in a mixture of ethanol and acetonitrile. The product was filtered off and dried, yielding 14 parts of N-[1-(2-aminoethyl)-4-piperidinyl]-1-(4-thiazolylmethyl)-1H-benzimidazol-2-amine trihydrobromide (intermediate 1... Reactants: 14, S1C=NC(=C1)CN1C(=NC2=C1C=CC=C2)NC2CCN(CC2)CCNC(OCC)=O (ethyl [2-[4-[[1-(4-thiazolylmethyl)-1H-benzimidazol-2-yl]amino]-1-piperidinyl]ethyl]carbamate), Br (hydrobromic acid). The reactants are [N+](=O)([O-])C1=C(OCP(OC)(OC)=O)C=C(C=C1)OC1=C(C=C(C=C1)C(F)(F)F)Cl (dimethyl 2-nitro-5-(2-chloro-4-trifluoromethylphenoxy)phenoxymethylphosphonate), P12(=S)SP3(=S)SP(=S)(S1)SP(=S)(S2)S3 (phosphorus pentasulfide). Product: [N+](=O)([O-])C1=C(OCP(OC)(OC)=S)C=C(C=C1)OC1=C(C=C(C=C1)C(F)(F)F)Cl (O,O'-dimethyl 2-nitro-5-(2-chloro-4-trifluoromethylphenoxy)phenoxymethylphosphonothioate). RXN SMILES: [N+:1]([C:4]1[CH:17]=[CH:16][C:15]([O:18][C:19]2[CH:24]=[CH:23][C:22]([C:25]([F:28])([F:27])[F:26])=[CH:21][C:20]=2[Cl:29])=[CH:14][C:5]=1[O:6][CH2:7][P:8](=O)([O:11][CH3:12])[O:9][CH3:10])([O-:3])=[O:2].P12(SP3(SP(SP(S3)(S1)=S)(=S)S2)=S)=[S:31]>>[N+:1]([C:4]1[CH:17]=[CH:16][C:15]([O:18][C:19]2[CH:24]=[CH:23][C:22]([C:25]([F:28])([F:27])[F:26])=[CH:21][C:20]=2[Cl:29])=[CH:14][C:5]=1[O:6][CH2:7][P:8](=[S:31])([O:11][CH3:12])[O:9][CH3:10])([O-:3])=[O:2]. Procedure details: In the same way, dimethyl 2-nitro-5-(2-chloro-4-trifluoromethylphenoxy)phenoxymethylphosphonate and phosphorus pentasulfide are reacted together to yield O,O'-dimethyl 2-nitro-5-(2-chloro-4-trifluoromethylphenoxy)phenoxymethylphosphonothioate